From a dataset of the Open Reaction Database (ORD), a public repository of structured organic reaction records. describe an organic reaction: reactants, conditions, products, and yield Starting materials: O=Cc1cc(Br)c(O)c(Br)c1, O=C1Cc2c(ccc3ncccc23)N1, CC(=O)O, Cl. Product: O=C1Nc2ccc3ncccc3c2C1=Cc1cc(Br)c(O)c(Br)c1, Cl. RXN SMILES: [Br:15][c:16]1[cH:17][c:18]([CH:19]=[O:20])[cH:21][c:22]([Br:25])[c:23]1[OH:24].[CH2:1]1[C:2](=[O:14])[NH:3][c:4]2[c:5]1[c:6]1[cH:7][cH:8][cH:9][n:10][c:11]1[cH:12][cH:13]2.[CH3:27][C:28](=[O:29])[OH:30].[ClH:26]>>[C:1]1(=[CH:19][c:18]2[cH:17][c:16]([Br:15])[c:23]([OH:24])[c:22]([Br:25])[cH:21]2)[C:2](=[O:14])[NH:3][c:4]2[c:5]1[c:6]1[cH:7][cH:8][cH:9][n:10][c:11]1[cH:12][cH:13]2.[ClH:26]. The reactants are C(CCCC)Cl (n-Pentyl chloride), C(#N)C(C(=O)OCC)C1=C(C(=CC=C1)OC1=C(C=CC=C1)C)OC (ethyl 2-cyano-2-[2-methoxy-3-(o-tolyloxy)phenyl]acetate), [H-].[Na+] (sodium hydride). The solvent is CN(C=O)C (dimethylformamide), CN(C=O)C (dimethylformamide). Yields the product C(#N)C(C(=O)OCC)(CCCCC)C1=C(C(=CC=C1)OC1=C(C=CC=C1)C)OC (ethyl 2-cyano-2-[2-methoxy-3-(o-tolyloxy)phenyl]-n-heptanoate). The yield is 97.1%. Reaction SMILES: [C:1]([CH:3]([C:9]1[CH:14]=[CH:13][CH:12]=[C:11]([O:15][C:16]2[CH:21]=[CH:20][CH:19]=[CH:18][C:17]=2[CH3:22])[C:10]=1[O:23][CH3:24])[C:4]([O:6][CH2:7][CH3:8])=[O:5])#[N:2].[H-].[Na+].[CH2:27](Cl)[CH2:28][CH2:29][CH2:30][CH3:31]>CN(C)C=O>[C:1]([C:3]([C:9]1[CH:14]=[CH:13][CH:12]=[C:11]([O:15][C:16]2[CH:21]=[CH:20][CH:19]=[CH:18][C:17]=2[CH3:22])[C:10]=1[O:23][CH3:24])([CH2:27][CH2:28][CH2:29][CH2:30][CH3:31])[C:4]([O:6][CH2:7][CH3:8])=[O:5])#[N:2] |f:1.2|. Procedure: A solution of ethyl 2-cyano-2-[2-methoxy-3-(o-tolyloxy)phenyl]acetate (5 g) in dimethylformamide (10 ml) was added dropwise to a suspension of sodium hydride (65%, 600 mg) in dimethylformamide (30 ml) in 10 minutes at temperature below 10° C. with stirring, and the mixture was stirred at the same temperature for 10 minutes. n-Pentyl chloride (3.3 g) was added to the mixture and stirred at 110° C. for 2 hours. The reaction mixture was treated in a similar manner to that of Example 25-(1) to give ...